Task: describe an organic reaction: reactants, conditions, products, and yield. Dataset: the Open Reaction Database (ORD), a public repository of structured organic reaction records Reactants: CCOC(=O)N1CCNCC1, CSc1ccc(CCCl)cc1, [Na+], [OH-]. Product: CCOC(=O)N1CCN(CCc2ccc(SC)cc2)CC1. As a reaction SMILES: [CH2:12]([CH3:13])[O:14][C:15](=[O:16])[N:17]1[CH2:18][CH2:19][NH:20][CH2:21][CH2:22]1.[CH3:1][S:2][c:3]1[cH:4][cH:5][c:6]([CH2:9][CH2:10][Cl:11])[cH:7][cH:8]1.[Na+:24].[OH-:23]>>[CH3:1][S:2][c:3]1[cH:4][cH:5][c:6]([CH2:9][CH2:10][N:20]2[CH2:19][CH2:18][N:17]([C:15]([O:14][CH2:12][CH3:13])=[O:16])[CH2:22][CH2:21]2)[cH:7][cH:8]1.